From a dataset of the Open Reaction Database (ORD), a public repository of structured organic reaction records. describe an organic reaction: reactants, conditions, products, and yield The reactants are FC(CN=C(NC1=NN(C=N1)CCCCC(OC)=N)N)(F)F (methyl 5-[3-(2-[2,2,2-trifluoroethyl]guanidino)-1,2,4-triazol-1-yl]valerimidate), C(C)(=O)NN (acethydrazide). Run in CO (MeOH). Reaction conditions: time 3 hour. The product is C(C)(=O)NNC(CCCCN1N=C(N=C1)NC(=NCC(F)(F)F)N)=N (N-acetylamino-5-[3-(2-[2,2,2-trifluoroethyl]guanidino)-1,2,4-triazol-1-yl]valeramidine). RXN SMILES: [F:1][C:2]([F:22])([F:21])[CH2:3][N:4]=[C:5]([NH2:20])[NH:6][C:7]1[N:11]=[CH:10][N:9]([CH2:12][CH2:13][CH2:14][CH2:15][C:16](=[NH:19])OC)[N:8]=1.[C:23]([NH:26][NH2:27])(=[O:25])[CH3:24]>CO>[C:23]([NH:26][NH:27][C:16](=[NH:19])[CH2:15][CH2:14][CH2:13][CH2:12][N:9]1[CH:10]=[N:11][C:7]([NH:6][C:5]([NH2:20])=[N:4][CH2:3][C:2]([F:1])([F:21])[F:22])=[N:8]1)(=[O:25])[CH3:24]. Procedure: A solution of methyl 5-[3-(2-[2,2,2-trifluoroethyl]guanidino)-1,2,4-triazol-1-yl]valerimidate (0.5 g.) in MeOH (5 ml.) and acethydrazide (0.17 g.) was allowed to stand at room temperature for 3 hours. The solution was evaporated to give a sticky solid which was triturated with ether/EtOH to give N-acetylamino-5-[3-(2-[2,2,2-trifluoroethyl]guanidino)-1,2,4-triazol-1-yl]valeramidine as a white solid (0.71 g.), m.p. 157°-159°. The reactants are O=C(Cl)CC1CCCCC1, ClC(Cl)Cl, N. Product: NC(=O)CC1CCCCC1. As a reaction SMILES: [CH:2]1([CH2:8][C:9](=[O:10])[Cl:11])[CH2:3][CH2:4][CH2:5][CH2:6][CH2:7]1.[Cl:12][CH:13]([Cl:14])[Cl:15].[NH3:1]>>[NH2:1][C:9]([CH2:8][CH:2]1[CH2:3][CH2:4][CH2:5][CH2:6][CH2:7]1)=[O:10]. As a reaction SMILES: [Br:1][C:2]1[CH:10]=[C:9]2[C:5]([CH2:6][N:7]([C@H:12]([CH:17]([CH3:19])C)[C:13]([O:15][CH3:16])=[O:14])[C:8]2=[O:11])=[CH:4][CH:3]=1.Cl.N[C:22]1(C(OC)=O)CCC[CH2:23]1>>[Br:1][C:2]1[CH:10]=[C:9]2[C:5]([CH2:6][N:7]([C:12]3([C:13]([O:15][CH3:16])=[O:14])[CH2:17][CH2:19][CH2:23][CH2:22]3)[C:8]2=[O:11])=[CH:4][CH:3]=1 |f:1.2|. Product: BrC1=CC=C2CN(C(C2=C1)=O)C1(CCCC1)C(=O)OC (Methyl 1-(6-bromo-1-oxoisoindolin-2-yl)cyclopentanecarboxylate). Procedure: The compound of example 341 was prepared analogous to compound of example 329 by reaction of the compound of example 328 and methyl 1-aminocyclopentanecarboxylate hydrochloride. The reactants are BrC1=CC=C2CN(C(C2=C1)=O)[C@@H](C(=O)OC)C(C)C ((R)-Methyl 2-(6-bromo-1-oxoisoindolin-2-yl)-3-methylbutanoate), compound, Cl.NC1(CCCC1)C(=O)OC (methyl 1-aminocyclopentanecarboxylate hydrochloride). Starting materials: Brc1ccc(C=COCc2ccccc2)nc1, Cc1ccccc1, [H][H]. Product: Brc1ccc(CCOCc2ccccc2)nc1. As a reaction SMILES: [CH2:1]([c:2]1[cH:3][cH:4][cH:5][cH:6][cH:7]1)[O:8][CH:9]=[CH:10][c:11]1[n:12][cH:13][c:14]([Br:17])[cH:15][cH:16]1.[CH3:20][c:21]1[cH:22][cH:23][cH:24][cH:25][cH:26]1.[H:18][H:19]>>[CH2:1]([c:2]1[cH:3][cH:4][cH:5][cH:6][cH:7]1)[O:8][CH2:9][CH2:10][c:11]1[n:12][cH:13][c:14]([Br:17])[cH:15][cH:16]1. Procedure: The same procedure as in Example 20 was repeated, except that (+)-3-fluoro-4-(2-methylnonanoyl) phenol was used instead of (+)-3-fluoro-4-(2-methyloctanoyl) phenol in Example 20 and 3-fluoro-4-nonyloxy benzoic acid was instead of 3-fluoro-4-heptyloxy benzoic acid in Example 20, to obtain an objective compound having the aforementioned physical and chemical properties. Reactants: FC=1C=C(C=CC1C(C(CCCCCCC)C)=O)O ((+)-3-fluoro-4-(2-methylnonanoyl) phenol), FC=1C=C(C(=O)O)C=CC1OCCCCCCCCC (3-fluoro-4-nonyloxy benzoic acid), FC=1C=C(C(=O)O)C=CC1OCCCCCCC (3-fluoro-4-heptyloxy benzoic acid). The product is FC=1C=C(C=CC1C(C(CCCCCCC)C)=O)C1=C(C(=O)O)C=CC(=C1F)OCCCCCCCCC (3-fluoro-4-(2-methylnonanoyl) phenyl-3-fluoro-4-nonyloxy benzoic acid). Reaction SMILES: [F:1][C:2]1[CH:3]=[C:4](O)[CH:5]=[CH:6][C:7]=1[C:8](=[O:18])[CH:9]([CH3:17])[CH2:10][CH2:11][CH2:12][CH2:13][CH2:14][CH2:15][CH3:16].[F:20][C:21]1[CH:22]=[C:23]([CH:27]=[CH:28][C:29]=1[O:30][CH2:31][CH2:32][CH2:33][CH2:34][CH2:35][CH2:36][CH2:37][CH2:38][CH3:39])[C:24]([OH:26])=[O:25].FC1C=C(C=CC=1OCCCCCCC)C(O)=O>>[F:1][C:2]1[CH:3]=[C:4]([C:22]2[C:21]([F:20])=[C:29]([O:30][CH2:31][CH2:32][CH2:33][CH2:34][CH2:35][CH2:36][CH2:37][CH2:38][CH3:39])[CH:28]=[CH:27][C:23]=2[C:24]([OH:26])=[O:25])[CH:5]=[CH:6][C:7]=1[C:8](=[O:18])[CH:9]([CH3:17])[CH2:10][CH2:11][CH2:12][CH2:13][CH2:14][CH2:15][CH3:16]. The reactants are CCOC(=O)C(NC(C)=O)C(=O)OCC, CCO, Cl, BrCCCc1ccccc1. The product is CCOC(=O)C(CCCc1ccccc1)(NC(C)=O)C(=O)OCC. Reaction SMILES: [C:1]([CH3:2])(=[O:3])[NH:4][CH:5]([C:6](=[O:7])[O:8][CH2:9][CH3:10])[C:11](=[O:12])[O:13][CH2:14][CH3:15].[CH3:27][CH2:28][OH:29].[ClH:26].[c:16]1([CH2:22][CH2:23][CH2:24][Br:25])[cH:17][cH:18][cH:19][cH:20][cH:21]1>>[C:1]([CH3:2])(=[O:3])[NH:4][C:5]([C:6](=[O:7])[O:8][CH2:9][CH3:10])([C:11](=[O:12])[O:13][CH2:14][CH3:15])[CH2:24][CH2:23][CH2:22][c:16]1[cH:17][cH:18][cH:19][cH:20][cH:21]1. Reactants: C(C1=CC=CC=C1)OCC1CC(C=C(O1)C)=O (6-Benzyloxymethyl-2-methyl-5,6-dihydro-4H-pyran-4-one). The reagents and catalysts are [Pd] (Pd/C). Run in CCOC(=O)C (EtOAc). Conditions: time 8 hour. Product: CC12CC(CC(CO1)O2)=O (5-Methyl-3-oxo-6,8-dioxabicyclo[3.2.1 ]octane). The yield is 29.0%. RXN SMILES: C([O:8][CH2:9][CH:10]1[O:15][C:14]([CH3:16])=[CH:13][C:12](=[O:17])[CH2:11]1)C1C=CC=CC=1>CCOC(C)=O.[Pd]>[CH3:16][C:14]12[O:15][CH:10]([CH2:9][O:8]1)[CH2:11][C:12](=[O:17])[CH2:13]2. Procedure: A solution of 4.4 g of the 6-benzyloxy compound from Step 2 in EtOAc was hydrogenated with H2 and Pd/C (10%). After completion, the reaction was filtered on a bed of celite and then evaporated to dryness. The cru syrup was then taken up in CH2C2 containing 1 g of camphor sulphonic acid. The reaction was stirred at r.t. overnight, filtered and evaporated. Purification by flash chromatography (30% Et2O/pentane) gave 780 mg of the title compound (30%). Reactants: C1(=CC=CC=C1)SSC1=CC=CC=C1 (Diphenyl disulfide), FC1=CC=C(C=C1)C1=NCCC2=C(C=CC=C12)C (1-(4-fluorophenyl)-5-methyl-3,4-dihydroisoquinoline). Yields the product FC1=CC=C(C=C1)C1=NC=CC2=C(C=CC=C12)C (1-(4-fluorophenyl)-5-methylisoquinoline). As a reaction SMILES: C1(SSC2C=CC=CC=2)C=CC=CC=1.[F:15][C:16]1[CH:21]=[CH:20][C:19]([C:22]2[C:31]3[C:26](=[C:27]([CH3:32])[CH:28]=[CH:29][CH:30]=3)[CH2:25][CH2:24][N:23]=2)=[CH:18][CH:17]=1>>[F:15][C:16]1[CH:21]=[CH:20][C:19]([C:22]2[C:31]3[C:26](=[C:27]([CH3:32])[CH:28]=[CH:29][CH:30]=3)[CH:25]=[CH:24][N:23]=2)=[CH:18][CH:17]=1. Procedure details: Diphenyl disulfide was reacted with 1-(4-fluorophenyl)-5-methyl-3,4-dihydroisoquinoline in the same way as in step (c) of Example 1 to afford 1-(4-fluorophenyl)-5-methylisoquinoline as colorless needles having a melting point of 91° to 92° C.